This data is from the Open Reaction Database (ORD), a public repository of structured organic reaction records. The task is: describe an organic reaction: reactants, conditions, products, and yield Reactants: O=C1C[C@@H]([C@H](N(C1)C(=O)OCC1=CC=CC=C1)C(=O)OCC1=CC=CC=C1)C(=O)OC(C)(C)C (1,2-dibenzyl 3-tert-butyl (2S,3S)-5-oxopiperidine-1,2,3-tricarboxylate), C1=CC=C(C=C1)P(C2=CC=CC=C2)C3=CC=CC=C3 (Ph3P). The solvent is C1(=CC=CC=C1)C (toluene), C1(=CC=CC=C1)C.C1CCOC1 (toluene THF), C(C)(=O)OCC (ethyl acetate). Yields the product C=C1C[C@@H]([C@H](N(C1)C(=O)OCC1=CC=CC=C1)C(=O)OCC1=CC=CC=C1)C(=O)OC(C)(C)C (1,2-dibenzyl 3-tert-butyl (2S,3S)-5-methylenepiperidine-1,2,3-tricarboxylate). RXN SMILES: O=[C:2]1[CH2:7][N:6]([C:8]([O:10][CH2:11][C:12]2[CH:17]=[CH:16][CH:15]=[CH:14][CH:13]=2)=[O:9])[C@H:5]([C:18]([O:20][CH2:21][C:22]2[CH:27]=[CH:26][CH:25]=[CH:24][CH:23]=2)=[O:19])[C@@H:4]([C:28]([O:30][C:31]([CH3:34])([CH3:33])[CH3:32])=[O:29])[CH2:3]1.[CH:35]1C=CC(P(C2C=CC=CC=2)C2C=CC=CC=2)=CC=1>C1(C)C=CC=CC=1.C1(C)C=CC=CC=1.C1COCC1.C(OCC)(=O)C>[CH2:35]=[C:2]1[CH2:7][N:6]([C:8]([O:10][CH2:11][C:12]2[CH:17]=[CH:16][CH:15]=[CH:14][CH:13]=2)=[O:9])[C@H:5]([C:18]([O:20][CH2:21][C:22]2[CH:23]=[CH:24][CH:25]=[CH:26][CH:27]=2)=[O:19])[C@@H:4]([C:28]([O:30][C:31]([CH3:33])([CH3:34])[CH3:32])=[O:29])[CH2:3]1 |f:3.4|. Procedure details: To a solution of 1,2-dibenzyl 3-tert-butyl (2S,3S)-5-oxopiperidine-1,2,3-tricarboxylate of step 1n (850 mg) in toluene (10 mL) was added dropwise a solution of Ph3P═CH2 (0.25M in toluene/THF (3:1), 9.1 mL) at −10° C. The mixture was stirred and allowed to warm to RT during a period of 2 h. The mixture was diluted with ethyl acetate (75 mL) and washed with brine (3×25 mL). The organic layer was dried over Na2SO4 and concentrated under reduced pressure. The residue was flash chromatographed on sil... Reactants: O=C([O-])[O-], CN(C)C=O, CCOC(C)=O, CC1COCCN1c1nc(Cl)nc2[nH]cnc12, CC(C)CI, [K+], [K+]. The product is CC(C)Cn1cnc2c(N3CCOCC3C)nc(Cl)nc21. Reaction SMILES: [C:28](=[O:29])([O-:30])[O-:31].[CH3:1][N:2]([CH3:3])[CH:4]=[O:5].[CH3:34][CH2:35][O:36][C:37](=[O:38])[CH3:39].[Cl:6][c:7]1[n:8][c:9]([N:16]2[CH:17]([CH3:22])[CH2:18][O:19][CH2:20][CH2:21]2)[c:10]2[n:11][cH:12][nH:13][c:14]2[n:15]1.[I:23][CH2:24][CH:25]([CH3:26])[CH3:27].[K+:32].[K+:33]>>[Cl:6][c:7]1[n:8][c:9]([N:16]2[CH:17]([CH3:22])[CH2:18][O:19][CH2:20][CH2:21]2)[c:10]2[n:11][cH:12][n:13]([CH2:24][CH:25]([CH3:26])[CH3:27])[c:14]2[n:15]1. Reactants: O=c1cc(CO)occ1OCCCCCBr, O=C([O-])[O-], [Cs+], [Cs+], Oc1ccnc2ccc(C(F)(F)F)cc12, CN(C)C=O, O. Yields the product O=c1cc(CO)occ1OCCCCCOc1ccnc2ccc(C(F)(F)F)cc12. RXN SMILES: [Br:22][CH2:23][CH2:24][CH2:25][CH2:26][CH2:27][O:28][c:29]1[c:30](=[O:37])[cH:31][c:32]([CH2:35][OH:36])[o:33][cH:34]1.[C:16](=[O:17])([O-:18])[O-:19].[Cs+:20].[Cs+:21].[F:1][C:2]([c:3]1[cH:4][c:5]2[c:6]([OH:13])[cH:7][cH:8][n:9][c:10]2[cH:11][cH:12]1)([F:14])[F:15].[O:39]=[CH:40][N:41]([CH3:42])[CH3:43].[OH2:38]>>[F:1][C:2]([c:3]1[cH:4][c:5]2[c:6]([O:13][CH2:23][CH2:24][CH2:25][CH2:26][CH2:27][O:28][c:29]3[c:30](=[O:37])[cH:31][c:32]([CH2:35][OH:36])[o:33][cH:34]3)[cH:7][cH:8][n:9][c:10]2[cH:11][cH:12]1)([F:14])[F:15]. Starting materials: NC=1C(=CC2=C(N(C(CO2)=O)CC#N)C1)F (6-amino-4-cyanomethyl-7-fluoro-2H-1,4-benzoxazin-3(4H)-one), C1(C2C(C(=O)O1)CCC=C2)=O (tetrahydrophthalic anhydride), C(C)(=O)O (acetic acid). Solvent: O (water). Yields the product C(#N)CN1C(COC2=C1C=C(C(=C2)F)N2C(C=1CCCCC1C2=O)=O)=O (2-[4-cyanomethyl-7-fluoro-2H-1,4-benzoxazin-3(4H)-on 6-yl]-4,5,6,7-tetrahydro-2H-isoindole-1,3-dione). The yield is 73.5%. RXN SMILES: [NH2:1][C:2]1[C:3]([F:16])=[CH:4][C:5]2[O:10][CH2:9][C:8](=[O:11])[N:7]([CH2:12][C:13]#[N:14])[C:6]=2[CH:15]=1.[C:17]1(=O)[O:22][C:20](=[O:21])[CH:19]2[CH2:23][CH2:24][CH:25]=[CH:26][CH:18]12.C(O)(=O)C>O>[C:13]([CH2:12][N:7]1[C:6]2[CH:15]=[C:2]([N:1]3[C:20](=[O:21])[C:19]4[CH2:23][CH2:24][CH2:25][CH2:26][C:18]=4[C:17]3=[O:22])[C:3]([F:16])=[CH:4][C:5]=2[O:10][CH2:9][C:8]1=[O:11])#[N:14]. Reported procedure: 6-amino-4-cyanomethyl-7-fluoro-2H-1,4-benzoxazin-3(4H)-one (0.5 g), tetrahydrophthalic anhydride (0.38 g) and acetic acid (10 ml) were mixed with each other, then the mixture was refluxed under heating for 3 hours. After the liquor was allowed to cool, it was added to water (40 ml), and separating crystals were collected by filtration, and then the crystals were dissolved in dichloromethane (30 ml). The dichloromethane solution was washed with a saturated solution of sodium bicarbonate, and wate...